This data is from the Open Reaction Database (ORD), a public repository of structured organic reaction records. The task is: describe an organic reaction: reactants, conditions, products, and yield The reactants are C(C1=CC=CC=C1)SCCCCl (1-benzylthio-3-chloro-n-propane), OO (hydrogen peroxide). Run in O (water), C(C)(=O)O (acetic acid). Product: C(C1=CC=CC=C1)S(=O)CCCCl (1-benzylsulfinyl-3-chloro-n-propane). Yield: 96.9%. Reaction SMILES: [CH2:1]([S:8][CH2:9][CH2:10][CH2:11][Cl:12])[C:2]1[CH:7]=[CH:6][CH:5]=[CH:4][CH:3]=1.[OH:13]O>C(O)(=O)C.O>[CH2:1]([S:8]([CH2:9][CH2:10][CH2:11][Cl:12])=[O:13])[C:2]1[CH:7]=[CH:6][CH:5]=[CH:4][CH:3]=1. Reported procedure: 1.2 g of 1-benzylthio-3-chloro-n-propane, synthesized by ◯1 of Synthesis Example 2 was dissolved in 50 ml of acetic acid, and 8.7 g of 35% aqueous hydrogen peroxide was added thereto dropwise under stirring below 10° C. After that, it was warmed gradually to room temperature again, then stirred further for 4 hours. The reaction mixture was poured in 300 ml of iced water, and extracted 2 times by each 150 ml of methylene chloride. The methylene chloride layer was washed 2 times with 5% aqueous so... Starting materials: [Mn](=O)(=O)([O-])[O-].[Ba+2] (barium manganate), IC1=CN2CCC3=C(C(C2=N1)OC1CCN(CC1)C)C=CC=C3 (2-iodo-4-(1-methylpiperidin-4-yloxy)-9,10-dihydro-4H-3,10a-diaza-benzo[f]azulene), [Li]CCCC (nBuLi), C1CCOC1 (THF), C(=O)(O)[O-].[Na+] (NaHCO3), C(C1=CC=CC=C1)=O (Benzaldehyde), residue. Reagents/catalysts: O=[Mn]=O (MnO2). The solvent is O (Water), O1CCOCC1 (1,4-dioxane). Conditions: temperature -78 celsius, time 30 minute. The product is CN1CCC(CC1)OC1C2=NC(=CN2CCC2=C1C=CC=C2)C2=CC=C(C=C2)C(=O)C2=CC=CC=C2 ({4-[4-(1-methylpiperidin-4-yloxy)-9,10-dihydro-4H-3,10a-diaza-benzo[f]azulen-2-yl]-phenyl}-phenyl-methanone). RXN SMILES: I[C:2]1[N:11]=[C:10]2[N:4]([CH2:5][CH2:6][C:7]3[CH:23]=[CH:22][CH:21]=[CH:20][C:8]=3[CH:9]2[O:12][CH:13]2[CH2:18][CH2:17][N:16]([CH3:19])[CH2:15][CH2:14]2)[CH:3]=1.[Li][CH2:25][CH2:26][CH2:27][CH3:28].[CH:29](=[O:36])[C:30]1[CH:35]=[CH:34][CH:33]=[CH:32][CH:31]=1.C([O-])(O)=O.[Na+].[Mn]([O-])([O-])(=O)=O.[Ba+2].[CH2:48]1COC[CH2:49]1>O1CCOCC1.O=[Mn]=O.O>[CH3:19][N:16]1[CH2:17][CH2:18][CH:13]([O:12][CH:9]2[C:8]3[CH:20]=[CH:21][CH:22]=[CH:23][C:7]=3[CH2:6][CH2:5][N:4]3[C:10]2=[N:11][C:2]([C:25]2[CH:49]=[CH:48][C:28]([C:29]([C:30]4[CH:35]=[CH:34][CH:33]=[CH:32][CH:31]=4)=[O:36])=[CH:27][CH:26]=2)=[CH:3]3)[CH2:14][CH2:15]1 |f:3.4,5.6|. Procedure: To a solution of 2-iodo-4-(1-methylpiperidin-4-yloxy)-9,10-dihydro-4H-3,10a-diaza-benzo[f]azulene (example 2A) (200 mg, 0.47 mmoles) in THF (2.6 mL) in a screw-capped vial under argon at −78° C. is added 2.3M nBuLi (0.44 mL, 0.94 mmole). The reaction mixture is stirred at −78° C. for 30 min. Benzaldehyde (96 μL, 1.03 mmole) is added. The reaction mixture is allowed to reach room temperature. Water and a NaHCO3 saturated solution are added, and the aqueous phase is extracted three times with AcOE... The reactants are C(C)(=O)OCC (ethyl acetate), [F-].C(CCC)[N+](CCCC)(CCCC)CCCC (tetrabutylammonium fluoride), solution, C1(=CC=CC=C1)COC1=CC=C(C=C1)C1=C(C=C2C(=NN(C2=C1)COCC[Si](C)(C)C)NC(CCC)=O)C1=CC=CC=C1 (N-[6-[4-(phenylmethoxy)phenyl]-5-phenyl-1-[[2-(trimethylsilyl)-ethoxy]methyl]-1H-indazol-3-yl]butanamide). Solvent: O1CCCC1 (tetrahydrofuran), O1CCCC1 (tetrahydrofuran). Yields the product C1(=CC=CC=C1)C=1C=C2C(=NNC2=CC1C1=CC=C(C=C1)OCC1=CC=CC=C1)NC(CCC)=O (N-[5-phenyl-6-[4-(phenylmethoxy)phenyl]-1H-indazol-3-yl]butanamide). Isolated yield 83.3%. As a reaction SMILES: [F-].C([N+](CCCC)(CCCC)CCCC)CCC.[C:19]1([CH2:25][O:26][C:27]2[CH:32]=[CH:31][C:30]([C:33]3[CH:41]=[C:40]4[C:36]([C:37]([NH:50][C:51](=[O:55])[CH2:52][CH2:53][CH3:54])=[N:38][N:39]4COCC[Si](C)(C)C)=[CH:35][C:34]=3[C:56]3[CH:61]=[CH:60][CH:59]=[CH:58][CH:57]=3)=[CH:29][CH:28]=2)[CH:24]=[CH:23][CH:22]=[CH:21][CH:20]=1.C(OCC)(=O)C>O1CCCC1>[C:56]1([C:34]2[CH:35]=[C:36]3[C:40](=[CH:41][C:33]=2[C:30]2[CH:31]=[CH:32][C:27]([O:26][CH2:25][C:19]4[CH:20]=[CH:21][CH:22]=[CH:23][CH:24]=4)=[CH:28][CH:29]=2)[NH:39][N:38]=[C:37]3[NH:50][C:51](=[O:55])[CH2:52][CH2:53][CH3:54])[CH:61]=[CH:60][CH:59]=[CH:58][CH:57]=1 |f:0.1|. Procedure: 10.1 cm3 of tetrabutylammonium fluoride as a 1M solution in tetrahydrofuran are added to 1 g of N-[6-[4-(phenylmethoxy)phenyl]-5-phenyl-1-[[2-(trimethylsilyl)-ethoxy]methyl]-1H-indazol-3-yl]butanamide, described previously, in 40 cm3 of tetrahydrofuran, and the mixture is refluxed for 18 hours; after cooling, 75 cm3 of ethyl acetate are added and the organic phase is washed successively with 100 cm3 of saturated sodium hydrogen carbonate solution and with 75 cm3 of saturated sodium chloride solu... Reported procedure: 2-Bromoethyl methyl ether (0.44 ml, 4.57 mmol) and cesium carbonate (2.48 g, 7.62 mmol) were added to an N,N-dimethylacetamide solution (5 ml) of 5,6-dichloropyridin-3-ol (500 mg, 3.05 mmol), and stirred under a nitrogen atmosphere at 80° C. for 5 hours. The reaction solution was cooled with ice, then ammonium chloride water and ethyl acetate were added, the organic layer was washed with water, dried over anhydrous sodium sulfate, and concentrated under reduced pressure. The obtained residue was... Yield: 84.6%. Reactants: O.[Cl-].[NH4+] (ammonium chloride water), COCCBr (2-Bromoethyl methyl ether), C([O-])([O-])=O.[Cs+].[Cs+] (cesium carbonate), ClC=1C=C(C=NC1Cl)O (5,6-dichloropyridin-3-ol). The solvent is C(C)(=O)OCC (ethyl acetate), CN(C(C)=O)C (N,N-dimethylacetamide). Reaction SMILES: [CH3:1][O:2][CH2:3][CH2:4]Br.C(=O)([O-])[O-].[Cs+].[Cs+].[Cl:12][C:13]1[CH:14]=[C:15]([OH:20])[CH:16]=[N:17][C:18]=1[Cl:19].O.[Cl-].[NH4+]>C(OCC)(=O)C.CN(C)C(=O)C>[Cl:19][C:18]1[C:13]([Cl:12])=[CH:14][C:15]([O:20][CH2:4][CH2:3][O:2][CH3:1])=[CH:16][N:17]=1 |f:1.2.3,5.6.7|. Reaction conditions: temperature 80 celsius, time 5 hour. Product: ClC1=NC=C(C=C1Cl)OCCOC (2,3-dichloro-5-(2-methoxyethoxy)pyridine). Reactants: N-naphthylalkyl, Cl.Cl.Cl.NCCCN(CCCCN)CC=1C2=CC=CC=C2C=C2C=CC=CC12 (N-(3-Amino-propyl)-N-anthracen-9-ylmethyl-butane-1,4-diamine, trihydrochloride), Cl.Cl.Cl.C1=CC=CC2=CC3=CC=CC=C3C(=C12)CNCCCCNC1CCC(CC1)N (N-{4-[(Anthracen-9-ylmethyl)-amino]-butyl}-cyclohexane-1,4-diamine Trihydrochloride), polyamine, Cl.Cl.Cl.NCCCCNCCCCNCC1=CC=CC2=CC=CC=C12 (N-(4-Amino-butyl)-N′-naphthalen-1-ylmethyl-butane-1,4-diamine Trihydrochloride), polyamine, Cl.Cl.Cl.NCCCCNCCCCNCC1=CC=C2C=CC3=CC=CC4=CC=C1C2=C34 (N-(4-Amino-butyl)-N′-pyren-1-ylmethyl-butane-1,4-diamine Trihydrochloride), Cl.Cl.Cl.NCCCCN(CCCCCN)CC=1C2=CC=CC=C2C=C2C=CC=CC12 (N-(4-Amino-butyl)-N-anthracen-9-ylmethyl-pentane-1,5-diamine, trihydrochloride), N-anthracenylalkyl, N-pyrenylalkyl, Cl.Cl.Cl.NCCCCN(CCCCN)CC=1C2=CC=CC=C2C=C2C=CC=CC12 (N-(4-Amino-butyl)-N-anthracen-9-ylmethyl-butane-1,4-diamine, trihydrochloride). The product is Cl.Cl.C1=CC=CC2=CC3=CC=CC=C3C(=C12)CNCCCCN (N1-Anthracen-9-ylmethyl-butane-1,4-diamine Dihydrochloride). RXN SMILES: [ClH:1].Cl.Cl.NCCC[N:8]([CH2:14][C:15]1[C:16]2[C:21]([CH:22]=[C:23]3[C:28]=1[CH:27]=[CH:26][CH:25]=[CH:24]3)=[CH:20][CH:19]=[CH:18][CH:17]=2)[CH2:9][CH2:10][CH2:11][CH2:12][NH2:13].Cl.Cl.Cl.NCCCCN(CC1C2C(C=C3C=1C=CC=C3)=CC=CC=2)CCCCN.Cl.Cl.Cl.NCCCCN(CC1C2C(C=C3C=1C=CC=C3)=CC=CC=2)CCCCCN.Cl.Cl.Cl.NCCCCNCCCCNCC1C2C(=CC=CC=2)C=CC=1.Cl.Cl.Cl.NCCCCNCCCCNCC1C2C3=C4C(=CC=2)C=CC=C4C=CC3=CC=1.Cl.Cl.Cl.C1C2C(=CC3C(C=2CNCCCCNC2CCC(N)CC2)=CC=CC=3)C=CC=1>>[ClH:1].[ClH:1].[CH:27]1[C:28]2[C:23](=[CH:22][C:21]3[C:16]([C:15]=2[CH2:14][NH:8][CH2:9][CH2:10][CH2:11][CH2:12][NH2:13])=[CH:17][CH:18]=[CH:19][CH:20]=3)[CH:24]=[CH:25][CH:26]=1 |f:0.1.2.3,4.5.6.7,8.9.10.11,12.13.14.15,16.17.18.19,20.21.22.23,24.25.26|. Procedure: As is apparent from the above Tables 1–3, a limited class of N-alkylarylpolyamine compounds (i.e. N-naphthylalkyl, N-anthracenylalkyl and N-pyrenylalkyl) have unique properties of surprising cytotoxicity, unexpected selectivity in killing cancer cells (especially cells with high polyamine transport activity), and/or facilitate the delivery of known toxic agents into cancer cells. As shown in Table 2, the N-(3-Amino-propyl)-N-anthracen-9-ylmethyl-butane-1,4-diamine, trihydrochloride (8d), N-(4-Am... Starting materials: N(=NC(=O)OC(C)C)C(=O)OC(C)C (Diisopropyl azodicarboxylate), C1(C=2C(C(N1)=O)=CC=CC2)=O (Phthalimide), C1(=CC=CC=C1)P(C1=CC=CC=C1)C1=CC=CC=C1 (triphenylphosphine), OC(CCCCCCCCCN1C(C=2C(C1=O)=CC=CC2)=O)C2=CC=NC=C2 (1-Hydroxy-1-(4-pyridinyl)-10-phthalimidodecane). Solvent: C1CCOC1 (THF). Reaction conditions: temperature 0 celsius. Product: C1(C=2C(C(N1C(CCCCCCCCCN1C(C=3C(C1=O)=CC=CC3)=O)C3=NC=CC=C3)=O)=CC=CC2)=O (1,10-diphthalimido-1-pyridinyldecane). As a reaction SMILES: O[CH:2]([C:23]1[CH:28]=[CH:27]N=CC=1)[CH2:3][CH2:4][CH2:5][CH2:6][CH2:7][CH2:8][CH2:9][CH2:10][CH2:11][N:12]1[C:16](=[O:17])[C:15]2=[CH:18][CH:19]=[CH:20][CH:21]=[C:14]2[C:13]1=[O:22].[C:29]1(=[O:39])[NH:33][C:32](=[O:34])[C:31]2=[CH:35][CH:36]=[CH:37][CH:38]=[C:30]12.C1(P([C:53]2[CH:58]=CC=CC=2)C2C=CC=CC=2)C=CC=CC=1.[N:59](C(OC(C)C)=O)=NC(OC(C)C)=O>C1COCC1>[C:29]1(=[O:39])[N:33]([CH:2]([C:23]2[CH:28]=[CH:27][CH:53]=[CH:58][N:59]=2)[CH2:3][CH2:4][CH2:5][CH2:6][CH2:7][CH2:8][CH2:9][CH2:10][CH2:11][N:12]2[C:13](=[O:22])[C:14]3=[CH:21][CH:20]=[CH:19][CH:18]=[C:15]3[C:16]2=[O:17])[C:32](=[O:34])[C:31]2=[CH:35][CH:36]=[CH:37][CH:38]=[C:30]12. Procedure details: 1-Hydroxy-1-(4-pyridinyl)-10-phthalimidodecane (1 equiv.) is dissolved in THF with stirring. Phthalimide (1.5 equiv.) and triphenylphosphine (2.1 equiv.) are added to the solution and the resulting mixture is cooled to 0° C. Diisopropyl azodicarboxylate (2.0 equiv.) is added dropwise to the above solution and the reaction is stirred until completion. The resulting solid is filtered off and the filtrate is concentrated in vacuo. The crude product is purified by silica gel chromatography to yield ... Starting materials: CC(=O)O, Cc1ccccc1, CC(=O)c1ccc(F)cc1, [Mg+2], Nc1cccc2c1COC2=O, O=S(=O)([O-])[O-]. The product is CC(=Nc1cccc2c1COC2=O)c1ccc(F)cc1. As a reaction SMILES: [CH3:28][C:29](=[O:30])[OH:31].[CH3:32][c:33]1[cH:34][cH:35][cH:36][cH:37][cH:38]1.[F:12][c:13]1[cH:14][cH:15][c:16]([C:19]([CH3:20])=[O:21])[cH:17][cH:18]1.[Mg+2:22].[NH2:1][c:2]1[c:3]2[c:7]([cH:8][cH:9][cH:10]1)[C:6](=[O:11])[O:5][CH2:4]2.[O-:23][S:24](=[O:25])(=[O:26])[O-:27]>>[N:1]([c:2]1[c:3]2[c:7]([cH:8][cH:9][cH:10]1)[C:6](=[O:11])[O:5][CH2:4]2)=[C:19]([c:16]1[cH:15][cH:14][c:13]([F:12])[cH:18][cH:17]1)[CH3:20]. Starting materials: CN1CCC(=C2C3=CC=CC=C3C=CC4=CC=CC=C42)CC1 (reactin), FC(COC1=NC=CC=C1N)C (2-(2-Fluoropropoxy)pyridin-3-amine), COC(=O)C1=C(C2=C(N=CN=C2Cl)S1)C (4-Chloro-5-methyl-thieno[2,3-d]pyrimidine-6-carboxylic acid methyl ester), Cl (HCl). Run in O1CCOCC1 (dioxane), O1CCOCC1 (dioxane). Yields the product COC(=O)C1=C(C2=C(N=CN=C2NC=2C(=NC=CC2)OCC(C)F)S1)C (Methyl-4-(2-(2-fluoropropoxy)pyridin-3-ylamino)-5-methyl-thieno[2,3-d]pyrimidine-6-carboxylate). Reaction SMILES: [F:1][CH:2]([CH3:12])[CH2:3][O:4][C:5]1[C:10]([NH2:11])=[CH:9][CH:8]=[CH:7][N:6]=1.[CH3:13][O:14][C:15]([C:17]1[S:26][C:20]2[N:21]=[CH:22][N:23]=[C:24](Cl)[C:19]=2[C:18]=1[CH3:27])=[O:16].Cl.CN1CCC(=C2C3C(=CC=CC=3)C=CC3C2=CC=CC=3)CC1>O1CCOCC1>[CH3:13][O:14][C:15]([C:17]1[S:26][C:20]2[N:21]=[CH:22][N:23]=[C:24]([NH:11][C:10]3[C:5]([O:4][CH2:3][CH:2]([F:1])[CH3:12])=[N:6][CH:7]=[CH:8][CH:9]=3)[C:19]=2[C:18]=1[CH3:27])=[O:16]. Reported procedure: 2-(2-Fluoropropoxy)pyridin-3-amine (153 mg) was dissolved in dioxane (30 ml), 4-Chloro-5-methyl-thieno[2,3-d]pyrimidine-6-carboxylic acid methyl ester (174.54 mg) and HCl in dioxane (4M; 25 μl) was added. The reactin was stirred at 60° C. for three days. The reaction was concentrated in vacuo. Run at temperature 25 celsius, time 2 hour. The reactants are C[Si](C)(C)C=[N+]=[N-] (Trimethylsilyldiazomethane), COC1=CC=C(C=C1)C1=NOC(=C1)C(=O)O (3-(4-methoxyphenyl)-5-isoxazolecarboxylic acid). Reaction SMILES: [CH3:1][Si](C=[N+]=[N-])(C)C.[CH3:8][O:9][C:10]1[CH:15]=[CH:14][C:13]([C:16]2[CH:20]=[C:19]([C:21]([OH:23])=[O:22])[O:18][N:17]=2)=[CH:12][CH:11]=1>CCOCC.CO.C(Cl)Cl>[CH3:8][O:9][C:10]1[CH:11]=[CH:12][C:13]([C:16]2[CH:20]=[C:19]([C:21]([O:23][CH3:1])=[O:22])[O:18][N:17]=2)=[CH:14][CH:15]=1. Product: COC1=CC=C(C=C1)C1=NOC(=C1)C(=O)OC (methyl 3-(4-methoxyphenyl)isoxazole-5-carboxylate). Run in CCOCC (Et2O), CO (MeOH), C(Cl)Cl (CH2Cl2). Procedure details: Trimethylsilyldiazomethane (3.50 mL of a 2 M soln in Et2O, 7.01 mmol) was added to a stirred solution of 3-(4-methoxyphenyl)-5-isoxazolecarboxylic acid (0.96 g, 4.38 mmol) in dry MeOH (4.38 mL) and dry CH2Cl2 (39 mL) at 25° C. under N2. The reaction was stirred at 25° C. for 2 h. The reaction mixture was concentrated in vacuo to afford methyl 3-(4-methoxyphenyl)isoxazole-5-carboxylate, as a colorless solid. LCMS calc.=234.08. found=233.98 (M+H)+. 1H NMR (600 MHz, CDCl3): δ 7.76 (d, J=8.4 Hz, 2H)...